This data is from the Open Reaction Database (ORD), a public repository of structured organic reaction records. The task is: describe an organic reaction: reactants, conditions, products, and yield Starting materials: [BH4-].[Na+] (sodium borohydride), O=C1C2=C(OCC3=C1C=CC=C3)C=CC(=C2)CC(=O)OC (methyl 6,11-dihydro-11-oxodibenz[b,e]oxepin-2-acetate). The solvent is CO (methanol). Reaction conditions: time 2 hour. Product: OC1C2=C(OCC3=C1C=CC=C3)C=CC(=C2)CC(=O)OC (methyl 6,11-dihydro-11-hydroxydibenz[b,e]oxepin-2-acetate). RXN SMILES: [BH4-].[Na+].[O:3]=[C:4]1[C:10]2[CH:11]=[CH:12][CH:13]=[CH:14][C:9]=2[CH2:8][O:7][C:6]2[CH:15]=[CH:16][C:17]([CH2:19][C:20]([O:22][CH3:23])=[O:21])=[CH:18][C:5]1=2>CO>[OH:3][CH:4]1[C:10]2[CH:11]=[CH:12][CH:13]=[CH:14][C:9]=2[CH2:8][O:7][C:6]2[CH:15]=[CH:16][C:17]([CH2:19][C:20]([O:22][CH3:23])=[O:21])=[CH:18][C:5]1=2 |f:0.1|. Procedure details: A solution of 1.4 g. of sodium borohydride, 200 ml. of methanol, and 4.0 g. of methyl 6,11-dihydro-11-oxodibenz[b,e]oxepin-2-acetate is stirred at 5°-10° for four hours and then the methanol is removed under high vacuum. Water and tetrahydrofuran are added to the residue, and the solution is adjusted to a pH of 5-6 with the addition of acetic acid and stirred for two hours at room temperature. The mixture is extracted with chloroform, and the chloroform solution is dried over sodium sulfate and ... The reactants are [Br-].C(=O)(O)CC[N+]1=C(SC2=C1C=CC(=C2)C)C (3-(2-carboxyethyl)-2,6-dimethylbenzothiazolium bromide), [Br-].N(C1=CC=CC=C1)C=CC=CC1=CC=[N+](C2=CC=CC=C12)CC (4-(4-anilino-1,3-butadien-1-yl)-1-ethylquinolinium bromide), C(C)O (ethanol). Solvent: C(C)N(CC)CC (triethylamine). The product is [Br-].C(C)[N+]1=CC=C(C2=CC=CC=C12)C=CC=CC=C1SC2=C(N1CCC(=O)O)C=CC(=C2)C (1-ethyl-4-[5-{3-(2-carboxyethyl)-6-methylbenzothiazolin-2-ylidene}-1,3-pentadien-1-yl]-quinolinium bromide). The yield is 15.2%. RXN SMILES: [Br-:1].[C:2]([CH2:5][CH2:6][N+:7]1[C:11]2[CH:12]=[CH:13][C:14]([CH3:16])=[CH:15][C:10]=2[S:9][C:8]=1[CH3:17])([OH:4])=[O:3].[Br-].N([CH:26]=[CH:27][CH:28]=[CH:29][C:30]1[C:39]2[C:34](=[CH:35][CH:36]=[CH:37][CH:38]=2)[N+:33]([CH2:40][CH3:41])=[CH:32][CH:31]=1)C1C=CC=CC=1.C(O)C>C(N(CC)CC)C>[Br-:1].[CH2:40]([N+:33]1[C:34]2[C:39](=[CH:38][CH:37]=[CH:36][CH:35]=2)[C:30]([CH:29]=[CH:28][CH:27]=[CH:26][CH:17]=[C:8]2[N:7]([CH2:6][CH2:5][C:2]([OH:4])=[O:3])[C:11]3[CH:12]=[CH:13][C:14]([CH3:16])=[CH:15][C:10]=3[S:9]2)=[CH:31][CH:32]=1)[CH3:41] |f:0.1,2.3,6.7|. Procedure: To reaction were subjected 3.7 g of 3-(2-carboxyethyl)-2,6-dimethylbenzothiazolium bromide, 4.3 g of 4-(4-anilino-1,3-butadien-1-yl)-1-ethylquinolinium bromide, 150 ml of ethanol and 5 ml of triethylamine under reflux for one hour. After completion of the reaction, the reaction product was cooled, and the crude crystals thus obtained were purified by means of methanol to obtain 0.9 g of the objective compound (melting point 190° C.) which was glittering green. Its maximum absorption wavelength a... Reactants: CCO, CC(C)S(=O)(=O)NC1CCCCC1(F)c1ccc([N+](=O)[O-])cc1. Product: CC(C)S(=O)(=O)NC1CCCCC1(F)c1ccc(N)cc1. Reaction SMILES: [CH3:24][CH2:25][OH:26].[F:1][C:2]1([c:15]2[cH:16][cH:17][c:18]([N+:21]([O-:22])=[O:23])[cH:19][cH:20]2)[CH:3]([NH:8][S:9](=[O:10])(=[O:11])[CH:12]([CH3:13])[CH3:14])[CH2:4][CH2:5][CH2:6][CH2:7]1>>[F:1][C:2]1([c:15]2[cH:16][cH:17][c:18]([NH2:21])[cH:19][cH:20]2)[CH:3]([NH:8][S:9](=[O:10])(=[O:11])[CH:12]([CH3:13])[CH3:14])[CH2:4][CH2:5][CH2:6][CH2:7]1. Starting materials: CC(=O)OI1(C=2C=CC=CC2C(=O)O1)(OC(=O)C)OC(=O)C (Dess-Martin periodinane), ClC1=NN(C=C1N(C(C(CC=O)C)=O)CC)C=1C=NC=CC1 (N-(3-chloro-1-(pyridin-3-yl)-1H-pyrazol-4-yl)-N-ethyl-2-methyl-4-oxobutanamide), C(=O)(O)[O-].[Na+] (NaHCO3), C[Mg]Br (methylmagnesium bromide). The solvent is C1CCOC1 (THF). Reaction conditions: temperature -78 celsius, time 30 minute. The product is ClC1=NN(C=C1N(C(C(CC(C)=O)C)=O)CC)C=1C=NC=CC1 (N-[3-chloro-1-(3-pyridyl)pyrazol-4-yl]-N-ethyl-2-methyl-4-oxo-pentanamide). RXN SMILES: [Cl:1][C:2]1[C:6]([N:7]([CH2:15][CH3:16])[C:8](=[O:14])[CH:9]([CH3:13])[CH2:10][CH:11]=[O:12])=[CH:5][N:4]([C:17]2[CH:18]=[N:19][CH:20]=[CH:21][CH:22]=2)[N:3]=1.[CH3:23][Mg]Br.C([O-])(O)=O.[Na+].CC(OI1(OC(C)=O)(OC(C)=O)OC(=O)C2C=CC=CC1=2)=O>C1COCC1>[Cl:1][C:2]1[C:6]([N:7]([CH2:15][CH3:16])[C:8](=[O:14])[CH:9]([CH3:13])[CH2:10][C:11](=[O:12])[CH3:23])=[CH:5][N:4]([C:17]2[CH:18]=[N:19][CH:20]=[CH:21][CH:22]=2)[N:3]=1 |f:2.3|. Procedure: N-(3-chloro-1-(pyridin-3-yl)-1H-pyrazol-4-yl)-N-ethyl-2-methyl-4-oxobutanamide (0.390 g, 1.22 mmol) was dissolved in THF (12 mL) at −78° C. To this stirring solution was added dropwise methylmagnesium bromide (0.446 mL, 1.34 mmol). The reaction mixture was stirred at −78° C. for 30 minutes and was warmed to 0° C., at which point the reaction was quenched with a saturated aqueous NH4Cl solution. The reaction product was extracted with diethyl ether, and the combined organics were washed with brin... Starting materials: BrB(Br)Br, CCC(C)(C)c1cccc(OC)c1, ClCCl. Product: CCC(C)(C)c1cccc(O)c1. As a reaction SMILES: [B:14]([Br:15])([Br:16])[Br:17].[CH3:1][O:2][c:3]1[cH:4][c:5]([C:9]([CH3:10])([CH3:11])[CH2:12][CH3:13])[cH:6][cH:7][cH:8]1.[Cl:18][CH2:19][Cl:20]>>[OH:2][c:3]1[cH:4][c:5]([C:9]([CH3:10])([CH3:11])[CH2:12][CH3:13])[cH:6][cH:7][cH:8]1. Starting materials: BrC=1C=C2C=CC=NC2=CC1 (6-bromoquinoline), C(=O)(OC(C)(C)C)N1CCNCC1 (1-BOC-piperazine), C1(=CC=CC=C1)P(C1=C(C2=CC=CC=C2C=C1)C1=C(C=CC2=CC=CC=C12)P(C1=CC=CC=C1)C1=CC=CC=C1)C1=CC=CC=C1 (rac-2,2′-bis(diphenylphosphino)-1,1′-binaphthyl), CC(C)([O-])C.[Na+] (sodium-tert-butoxide). Reagents/catalysts: C=1C=CC(=CC1)/C=C/C(=O)/C=C/C2=CC=CC=C2.C=1C=CC(=CC1)/C=C/C(=O)/C=C/C2=CC=CC=C2.C=1C=CC(=CC1)/C=C/C(=O)/C=C/C2=CC=CC=C2.[Pd].[Pd] (tris(dibenzylideneacetone)dipalladium(0)). Run in C1(=CC=CC=C1)C (toluene), CCOC(=O)C (EtOAc). Reaction conditions: temperature 150 celsius. Yields the product C(C)(C)(C)OC(=O)N1CCN(CC1)C=1C=C2C=CC=NC2=CC1 (4-Quinolin-6-yl-piperazine-1-carboxylic acid tert-butyl ester). Reaction SMILES: Br[C:2]1[CH:3]=[C:4]2[C:9](=[CH:10][CH:11]=1)[N:8]=[CH:7][CH:6]=[CH:5]2.[C:12]([N:19]1[CH2:24][CH2:23][NH:22][CH2:21][CH2:20]1)([O:14][C:15]([CH3:18])([CH3:17])[CH3:16])=[O:13].C1(P(C2C=CC=CC=2)C2C=CC3C(=CC=CC=3)C=2C2C3C(=CC=CC=3)C=CC=2P(C2C=CC=CC=2)C2C=CC=CC=2)C=CC=CC=1.CC(C)([O-])C.[Na+]>C1(C)C=CC=CC=1.CCOC(C)=O.C1C=CC(/C=C/C(/C=C/C2C=CC=CC=2)=O)=CC=1.C1C=CC(/C=C/C(/C=C/C2C=CC=CC=2)=O)=CC=1.C1C=CC(/C=C/C(/C=C/C2C=CC=CC=2)=O)=CC=1.[Pd].[Pd]>[C:15]([O:14][C:12]([N:19]1[CH2:24][CH2:23][N:22]([C:2]2[CH:3]=[C:4]3[C:9](=[CH:10][CH:11]=2)[N:8]=[CH:7][CH:6]=[CH:5]3)[CH2:21][CH2:20]1)=[O:13])([CH3:18])([CH3:16])[CH3:17] |f:3.4,7.8.9.10.11|. Procedure: A mixture of the 6-bromoquinoline (328 mg, 1.6 mmol, TCI America), 1-BOC-piperazine (340 mg, 1.8 mmol, Aldrich), tris(dibenzylideneacetone)dipalladium(0) (75 mg, 0.1 mmol, Strem), rac-2,2′-bis(diphenylphosphino)-1,1′-binaphthyl (91 mg, 0.15 mmol, Strem) and sodium-tert-butoxide (252 mg, 2.7 mmol, Aldrich) in toluene (4 mL) was heated at 150° C. in a microwave synthesizer for 13 min. The reaction mixture was cooled to room temperature, diluted with EtOAc (5 mL) and filtered through a Celite® pad.... The reactants are C1CCOC1, C[Si](C)(C)[N-][Si](C)(C)C, CCOC(C)=O, O=C(O)c1cc(Cl)nnc1Cl, Nc1ccc(I)cc1F, [Li+]. Product: O=C(O)c1cc(Cl)nnc1Nc1ccc(I)cc1F. As a reaction SMILES: [CH2:31]1[O:32][CH2:33][CH2:34][CH2:35]1.[CH3:22][Si:23]([N-:24][Si:25]([CH3:26])([CH3:27])[CH3:28])([CH3:29])[CH3:30].[CH3:36][CH2:37][O:38][C:39](=[O:40])[CH3:41].[Cl:10][c:11]1[n:12][n:13][c:14]([Cl:20])[cH:15][c:16]1[C:17](=[O:18])[OH:19].[F:1][c:2]1[c:3]([NH2:4])[cH:5][cH:6][c:7]([I:9])[cH:8]1.[Li+:21]>>[F:1][c:2]1[c:3]([NH:4][c:11]2[n:12][n:13][c:14]([Cl:20])[cH:15][c:16]2[C:17](=[O:18])[OH:19])[cH:5][cH:6][c:7]([I:9])[cH:8]1.